Dataset: the Open Reaction Database (ORD), a public repository of structured organic reaction records. Task: describe an organic reaction: reactants, conditions, products, and yield Starting materials: ClCC(COC1=CC=C(C=C1)C1=NC2(CO1)CCCCC2)C (2-[4-(3-chloro-2-methylpropoxy)phenyl]-3-oxa-1-azaspiro[4.5]dec-1-ene), C([O-])([O-])=O.[K+].[K+] (potassium carbonate), N1CCCCC1 (piperidine). The reagents and catalysts are [I-].[Na+] (sodium iodide). Solvent: C(C)#N (acetonitrile). The product is CC(COC1=CC=C(C=C1)C1=NC2(CO1)CCCCC2)CN2CCCCC2 (2-[4-(2-methyl-3-piperidin-1-ylpropoxy)phenyl]-3-oxa-1-azaspiro[4.5]dec-1-ene). The yield is 40.0%. Reaction SMILES: Cl[CH2:2][CH:3]([CH3:22])[CH2:4][O:5][C:6]1[CH:11]=[CH:10][C:9]([C:12]2[O:16][CH2:15][C:14]3([CH2:21][CH2:20][CH2:19][CH2:18][CH2:17]3)[N:13]=2)=[CH:8][CH:7]=1.C(=O)([O-])[O-].[K+].[K+].[NH:29]1[CH2:34][CH2:33][CH2:32][CH2:31][CH2:30]1>C(#N)C.[I-].[Na+]>[CH3:22][CH:3]([CH2:2][N:29]1[CH2:34][CH2:33][CH2:32][CH2:31][CH2:30]1)[CH2:4][O:5][C:6]1[CH:11]=[CH:10][C:9]([C:12]2[O:16][CH2:15][C:14]3([CH2:21][CH2:20][CH2:19][CH2:18][CH2:17]3)[N:13]=2)=[CH:8][CH:7]=1 |f:1.2.3,6.7|. Procedure details: A solution of 2-[4-(3-chloro-2-methylpropoxy)phenyl]-3-oxa-1-azaspiro[4.5]dec-1-ene ax64 (0.35 g, 1.1 mmol, 1 eq) in acetonitrile (20 ml) is treated with potassium carbonate (0.3 g, 2.2 mmol, 2 eq), sodium iodide (0.01 g, 0.073 mmol, 0.07 eq) and piperidine (0.52 ml, 5.2 mmol, 4.7 eq), and the mixture is stirred at reflux for 5 days. After this time, the mixture is concentrated, taken up in ethyl acetate and washed with water. The organic layer is dried over magnesium sulfate and concentrated to...